This data is from the Open Reaction Database (ORD), a public repository of structured organic reaction records. The task is: describe an organic reaction: reactants, conditions, products, and yield Starting materials: B, O=C1OCc2c1cccc2[N+](=O)[O-], C1CCOC1. Yields the product O=[N+]([O-])c1cccc2c1COC2. RXN SMILES: [BH3:19].[N+:1](=[O:2])([O-:3])[c:4]1[cH:5][cH:6][cH:7][c:8]2[c:12]1[CH2:11][O:10][C:9]2=[O:13].[O:14]1[CH2:15][CH2:16][CH2:17][CH2:18]1>>[N+:1](=[O:2])([O-:3])[c:4]1[cH:5][cH:6][cH:7][c:8]2[c:12]1[CH2:11][O:10][CH2:9]2. Starting materials: C(C)OCCOC=1C=C(C=O)C=CC1I (3-(2-ethoxyethoxy)-4-iodobenzaldehyde), O (water), [H-].[Na+] (sodium hydride), C(C)OP(OCOCC(=O)OC)OCC (methyl (diethoxyphosphanyloxy)methoxyacetate). Run in O1CCCC1 (tetrahydrofuran), C(C)(=O)OCC (ethyl acetate), O1CCCC1 (tetrahydrofuran). Run at time 45 minute. The product is C(C)OCCOC=1C=C(C=CC1I)\C=C(\C(=O)OC)/OC (methyl (Z)-3-[3-(2-ethoxyethoxy)-4-iodophenyl]-2-methoxyacrylate), C(C)OCCOC=1C=C(C=CC1I)/C=C(\C(=O)OC)/OC (methyl (E)-3-[3-(2-ethoxyethoxy)-4-iodophenyl]-2-methoxyacrylate). Reaction SMILES: [H-].[Na+].C(OP(OCC)O[CH2:8][O:9][CH2:10][C:11]([O:13][CH3:14])=[O:12])C.[CH2:18]([O:20][CH2:21][CH2:22][O:23][C:24]1[CH:25]=[C:26]([CH:29]=[CH:30][C:31]=1[I:32])[CH:27]=O)[CH3:19].O>O1CCCC1.C(OCC)(=O)C>[CH2:18]([O:20][CH2:21][CH2:22][O:23][C:24]1[CH:25]=[C:26](/[CH:27]=[C:10](\[O:9][CH3:8])/[C:11]([O:13][CH3:14])=[O:12])[CH:29]=[CH:30][C:31]=1[I:32])[CH3:19].[CH2:18]([O:20][CH2:21][CH2:22][O:23][C:24]1[CH:25]=[C:26](/[CH:27]=[C:10](/[O:9][CH3:8])\[C:11]([O:13][CH3:14])=[O:12])[CH:29]=[CH:30][C:31]=1[I:32])[CH3:19] |f:0.1|. Procedure: 0.30 g (7.5 mmol) of sodium hydride is added portionwise to a solution at 0° C. of 1.80 g (7.5 mmol) of methyl (diethoxyphosphanyloxy)methoxyacetate (prepared according to Example 24b) in 20 mL of tetrahydrofuran. The reaction mixture is stirred for 45 minutes at room temperature and then 2 g (6.25 mmol) of 3-(2-ethoxyethoxy)-4-iodobenzaldehyde (prepared according to Example 38c) in 10 mL of tetrahydrofuran. The reaction is slightly exothermic, and the reaction mixture is maintained at a tempera...